From a dataset of the Open Reaction Database (ORD), a public repository of structured organic reaction records. describe an organic reaction: reactants, conditions, products, and yield Reactants: CC(C)NC(C)C, O=C(Cl)c1ccc(F)cc1Cl, ClCCl, O=C(c1ccc(-c2cc[nH]n2)cc1)N1Cc2cccn2Cc2ccccc21. Yields the product O=C(c1ccc(-c2ccn(C(=O)c3ccc(F)cc3Cl)n2)cc1)N1Cc2cccn2Cc2ccccc21. As a reaction SMILES: [CH:39]([NH:40][CH:41]([CH3:42])[CH3:43])([CH3:44])[CH3:45].[Cl:1][c:2]1[c:3]([C:4](=[O:5])[Cl:6])[cH:7][cH:8][c:9]([F:11])[cH:10]1.[Cl:46][CH2:47][Cl:48].[nH:12]1[n:13][c:14](-[c:17]2[cH:18][cH:19][c:20]([C:23](=[O:24])[N:25]3[CH2:26][c:27]4[n:28]([cH:36][cH:37][cH:38]4)[CH2:29][c:30]4[c:31]3[cH:32][cH:33][cH:34][cH:35]4)[cH:21][cH:22]2)[cH:15][cH:16]1>>[Cl:1][c:2]1[c:3]([C:4](=[O:5])[n:12]2[n:13][c:14](-[c:17]3[cH:18][cH:19][c:20]([C:23](=[O:24])[N:25]4[CH2:26][c:27]5[n:28]([cH:36][cH:37][cH:38]5)[CH2:29][c:30]5[c:31]4[cH:32][cH:33][cH:34][cH:35]5)[cH:21][cH:22]3)[cH:15][cH:16]2)[cH:7][cH:8][c:9]([F:11])[cH:10]1. Reactants: ClC1=C2NC=NC2=NC=N1 (6-chloropurine), ClC1=C2N=C(C(=NC2=CC=C1)CN)C1=C(C=CC=C1)C(F)(F)F ((5-chloro-3-(2-(trifluoro-methyl)phenyl)quinoxalin-2-yl)methanamine), C(C)(C)N(C(C)C)CC (N,N-diisopropylethylamine), C(C)O (ethanol). Reaction conditions: temperature 75 celsius, time 19 hour. The product is C(Cl)Cl.CO.[NH4+].[OH-] (CH2Cl2 MeOH NH4OH), ClC1=C2N=C(C(=NC2=CC=C1)CNC1=C2N=CNC2=NC=N1)C1=C(C=CC=C1)C(F)(F)F (N-((5-Chloro-3-(2-(trifluoromethyl)phenyl)quinoxalin-2-yl)methyl)-9H-purin-6-amine). Reaction SMILES: [Cl:1][C:2]1[N:10]=[CH:9][N:8]=[C:7]2[C:3]=1[NH:4][CH:5]=[N:6]2.[Cl:11][C:12]1[CH:21]=[CH:20][CH:19]=[C:18]2[C:13]=1[N:14]=[C:15]([C:24]1[CH:29]=[CH:28][CH:27]=[CH:26][C:25]=1[C:30]([F:33])([F:32])[F:31])[C:16]([CH2:22][NH2:23])=[N:17]2.C(N(CC)C(C)C)(C)C.[CH2:43]([OH:45])C>>[CH2:2]([Cl:1])[Cl:11].[CH3:43][OH:45].[NH4+:4].[OH-:45].[Cl:11][C:12]1[CH:21]=[CH:20][CH:19]=[C:18]2[C:13]=1[N:14]=[C:15]([C:24]1[CH:29]=[CH:28][CH:27]=[CH:26][C:25]=1[C:30]([F:33])([F:31])[F:32])[C:16]([CH2:22][NH:23][C:2]1[N:10]=[CH:9][N:8]=[C:7]3[C:3]=1[N:4]=[CH:5][NH:6]3)=[N:17]2 |f:4.5.6.7|. Reported procedure: A mixture of 6-chloropurine (0.147 g, 0.954 mmol), (5-chloro-3-(2-(trifluoro-methyl)phenyl)quinoxalin-2-yl)methanamine (0.3223 g, 0.954 mmol), and N,N-diisopropylethylamine (0.332 mL, 1.91 mmol) in ethanol (5.61 mL, 0.954 mmol) was stirred at 75° C. After 19 h, the mixture was removed from the heat and concentrated under reduced pressure. The residue was purified by column chromatography on a 40 g of Redi-Sep™ column using 0 to 100% gradient of EtOAc in hexane over 14 min, then 100% isocratic of... Reactants: CC1CCC(N1)=O (5-methyl-2-pyrrolidinone), [OH-].[Na+] (sodium hydroxide), FC(C1=CC=2NC3=CC=CC=C3SC2C=C1)(F)F (2-trifluoromethylphenothiazine), P(=O)(Cl)(Cl)Cl (phosphorus oxychloride). The solvent is CCOCC (ether), C=1(C(=CC=CC1)C)C (xylene), C=1(C(=CC=CC1)C)C (xylene). Conditions: time 1.5 hour. The product is CC1CC=C(N1C1=NC(CC1)C)N1C2=CC=CC=C2SC=2C=CC(=CC12)C(F)(F)F (10-[5-methyl-1-(5-methyl-1-pyrrolin-2-yl)-2-pyrrolin-2-yl]-2-(trifluoromethyl)phenothiazine). As a reaction SMILES: [CH3:1][CH:2]1[NH:6][C:5](=O)[CH2:4][CH2:3]1.[F:8][C:9]([F:25])([F:24])[C:10]1[CH:23]=[CH:22][C:21]2[S:20][C:19]3[C:14](=[CH:15][CH:16]=[CH:17][CH:18]=3)[NH:13][C:12]=2[CH:11]=1.P(Cl)(Cl)(Cl)=O.[OH-].[Na+]>CCOCC.C1(C)C(C)=CC=CC=1>[CH3:1][CH:2]1[N:6]([C:5]2[CH2:4][CH2:3][CH:2]([CH3:1])[N:6]=2)[C:5]([N:13]2[C:12]3[CH:11]=[C:10]([C:9]([F:8])([F:24])[F:25])[CH:23]=[CH:22][C:21]=3[S:20][C:19]3[C:14]2=[CH:15][CH:16]=[CH:17][CH:18]=3)=[CH:4][CH2:3]1 |f:3.4|. Procedure: A solution of 5-methyl-2-pyrrolidinone (19.8 g., 0.2 mole) in 25 ml. of xylene is added drop-wise to a mixture of 2-trifluoromethylphenothiazine (26.7 g., 0.1 mole) and phosphorus oxychloride (15.3 g., 0.1 mole) in 125 ml. of refluxing xylene in a 2 hour period. When the addition is complete, refluxing is continued for an additional 1.5 hr., the reaction mixture poured into 75 ml. of 5 N sodium hydroxide and 75 g. of crushed ice, and, after mixing well, the xylene fraction is separated. The xyle... Reactants: O1CC(C=2C1=CN=CC2)=O (furo[2,3-c]pyridin-3(2H)-one), C(C)OC(=O)C1=C(C=2C(=CN=C(C2)Cl)O1)O (5-chloro-3-hydroxyfuro[2,3-c]pyridine-2-carboxylic acid ethyl ester). The product is ClC=1C=C2C(=CN1)OCC2=O (5-chlorofuro[2,3-c]pyridin-3(2H)-one). Reaction SMILES: O1C2=CN=CC=C2C(=O)C1.C(OC([C:16]1[O:25][C:19]2=[CH:20][N:21]=[C:22]([Cl:24])[CH:23]=[C:18]2[C:17]=1[OH:26])=O)C>>[Cl:24][C:22]1[CH:23]=[C:18]2[C:17](=[O:26])[CH2:16][O:25][C:19]2=[CH:20][N:21]=1. Procedure: This compound was prepared using a method analogous to that of furo[2,3-c]pyridin-3(2H)-one (A.2.4.3), 5-chloro-3-hydroxyfuro[2,3-c]pyridine-2-carboxylic acid ethyl ester replacing 3-hydroxyfuro[2,3-c]pyridine-2-carboxylic acid ethyl ester;